This data is from the Open Reaction Database (ORD), a public repository of structured organic reaction records. The task is: describe an organic reaction: reactants, conditions, products, and yield The reactants are CNC(=O)c1cc(Cl)cc(N)c1Cl, O, O=S(=O)(CO)c1ccc(Cl)cc1, O=S(=O)(O)O. Yields the product CNC(=O)c1cc(Cl)cc(NCS(=O)(=O)c2ccc(Cl)cc2)c1Cl. As a reaction SMILES: [CH3:6][NH:7][C:8]([c:9]1[c:10]([Cl:17])[c:11]([NH2:16])[cH:12][c:13]([Cl:15])[cH:14]1)=[O:18].[OH2:31].[OH:19][CH2:20][S:21](=[O:22])(=[O:23])[c:24]1[cH:25][cH:26][c:27]([Cl:30])[cH:28][cH:29]1.[S:1](=[O:2])(=[O:3])([OH:4])[OH:5]>>[CH3:6][NH:7][C:8]([c:9]1[c:10]([Cl:17])[c:11]([NH:16][CH2:20][S:21](=[O:22])(=[O:23])[c:24]2[cH:25][cH:26][c:27]([Cl:30])[cH:28][cH:29]2)[cH:12][c:13]([Cl:15])[cH:14]1)=[O:18]. Reactants: Nc1ccccc1Br, CC(=O)O, CCOC(C)=O, CC#N. Yields the product CC(=O)Nc1ccccc1Br. Reaction SMILES: [Br:1][c:2]1[c:3]([NH2:4])[cH:5][cH:6][cH:7][cH:8]1.[CH3:12][C:13]([OH:14])=[O:15].[CH3:16][CH2:17][O:18][C:19](=[O:20])[CH3:21].[CH3:9][C:10]#[N:11]>>[Br:1][c:2]1[c:3]([NH:4][C:13]([CH3:12])=[O:14])[cH:5][cH:6][cH:7][cH:8]1.